From a dataset of the Open Reaction Database (ORD), a public repository of structured organic reaction records. describe an organic reaction: reactants, conditions, products, and yield The reactants are aqueous solution, CC1(C=2C=CC(=CC2C(=CC1)C=1SC=CC1)C(=O)OC)C (methyl 5,5-dimethyl-5,6-dihydro-8-(2-thienyl)-2-naphthalenecarboxylate), CC1(C=2C=CC(=CC2C(=CC1)C=1SC=CC1)C(=O)OC)C (methyl 5,5-dimethyl-5,6-dihydro-8-(2-thienyl)-2-naphthalenecarboxylate), [OH-].[Na+] (NaOH). Run in CCO (EtOH), C1CCOC1 (THF). Run at temperature 35 celsius. Yields the product CC1(C=2C=CC(=CC2C(=CC1)C=1SC=CC1)C(=O)O)C (5,5-dimethyl-5,6-dihydro-8-(2-thienyl)-naphthalene-2-carboxylic acid). As a reaction SMILES: [CH3:1][C:2]1([CH3:21])[CH2:11][CH:10]=[C:9]([C:12]2[S:13][CH:14]=[CH:15][CH:16]=2)[C:8]2[CH:7]=[C:6]([C:17]([O:19]C)=[O:18])[CH:5]=[CH:4][C:3]1=2.[OH-].[Na+]>CCO.C1COCC1>[CH3:1][C:2]1([CH3:21])[CH2:11][CH:10]=[C:9]([C:12]2[S:13][CH:14]=[CH:15][CH:16]=2)[C:8]2[CH:7]=[C:6]([C:17]([OH:19])=[O:18])[CH:5]=[CH:4][C:3]1=2 |f:1.2|. Reported procedure: To a solution of methyl 5,5-dimethyl-5,6-dihydro-8-(2-thienyl)-2-naphthalenecarboxylate (Compound E5, 430.0 mg, 1.44 mmol) in 3.0 mL of EtOH and 3.0 mL THF was added NaOH (240.0 mg, 6.00 mmol; 3.0 mL of a 2N aqueous solution). The resulting solution was warmed to 35° C. for 6 h, cooled to room temperature and quenched with 1M HCl. The mixture was extracted with EtOAc and the combined organic layers washed with H2O and saturated aqueous NaCl before being dried over MgSO4. Removal of the solvents ... Starting materials: O (water), CC1=CC=CC(=N1)C=O (6-methyl-2-pyridinecarboxaldehyde), C(CCS)S (1,3-propanedithiol), C1(=CC=C(C=C1)S(=O)(=O)O)C (para-toluenesulphonic acid). The solvent is C1(=CC=CC=C1)C (toluene). Reaction conditions: temperature 20 celsius, time 40 minute. The product is CC1=CC=CC(=N1)C1SCCCS1 (2-(6-Methyl-2-pyridyl)-1,3-dithiane). Yield: 51.7%. RXN SMILES: [CH3:1][C:2]1[N:7]=[C:6]([CH:8]=O)[CH:5]=[CH:4][CH:3]=1.[CH2:10]([SH:14])[CH2:11][CH2:12][SH:13].C1(C)C=CC(S(O)(=O)=O)=CC=1.O>C1(C)C=CC=CC=1>[CH3:1][C:2]1[N:7]=[C:6]([CH:8]2[S:14][CH2:10][CH2:11][CH2:12][S:13]2)[CH:5]=[CH:4][CH:3]=1. Procedure details: A solution of 6-methyl-2-pyridinecarboxaldehyde (100 g), 1,3-propanedithiol (285 g) and para-toluenesulphonic acid (11.8 g) in toluene (2.6 liters) is heated to boiling for 12 hours 40 minutes, the water formed being removed by azeotropic distillation. After being cooled to a temperature in the region of 20° C., the reaction mixture is poured into a mixture of distilled water (1 liter) and ice (500 g), and approximately 10N aqueous potassium hydroxide solution is then added dropwise. After decan... The reactants are Cl.N(N)C=1C=C(C(=O)O)C=CC1C (3-hydrazino-4-methyl-benzoic acid hydrochloride), C(#N)C=C(O)C(=O)OCC.[Na] (sodium 2-cyano-1-ethoxycarbonyl-ethenol). Run in FC(C(=O)O)(F)F (trifluoroacetic acid). Product: C(C)OC(=O)C1=NN(C(=C1)N)C1=C(C=CC(=C1)C(=O)O)C (5-amino-1-(5-carboxy-2-methyl-phenyl)-1H-pyrazole-3-carboxylic acid ethyl ester). Isolated yield 84.0%. RXN SMILES: Cl.[NH:2]([C:4]1[CH:5]=[C:6]([CH:10]=[CH:11][C:12]=1[CH3:13])[C:7]([OH:9])=[O:8])[NH2:3].[C:14]([CH:16]=[C:17]([C:19]([O:21][CH2:22][CH3:23])=[O:20])O)#[N:15].[Na]>FC(F)(F)C(O)=O>[CH2:22]([O:21][C:19]([C:17]1[CH:16]=[C:14]([NH2:15])[N:2]([C:4]2[CH:5]=[C:6]([C:7]([OH:9])=[O:8])[CH:10]=[CH:11][C:12]=2[CH3:13])[N:3]=1)=[O:20])[CH3:23] |f:0.1,2.3,^1:23|. Procedure details: To a solution of the above phenyl hydrazine intermediate, (50 mg, 0.247 mmol) in trifluoroacetic acid (TFA) (500 μL) was added sodium 2-cyano-1-ethoxycarbonyl-ethenol (49 mg, 0.298 mmol). The red mixture was heated to reflux for 2 h then cooled and concentrated. Purification by silica-gel chromatography (2% NH4OH/25% MeOH in EtOAc) provided 5-amino-1-(5-carboxy-2-methyl-phenyl)-1H-pyrazole-3-carboxylic acid ethyl ester (60 mg, 83%) as a white solid: ESI MS m/z 290 [C14H15N3O4+H]+.